Dataset: the Open Reaction Database (ORD), a public repository of structured organic reaction records. Task: describe an organic reaction: reactants, conditions, products, and yield The reactants are ClN1C(CCCCC1)=O (N-chlorocaprolactam), ClCCC(CC)=O (5-chloropentan-3-one), C(CC(=O)OC)(=O)OC (dimethyl malonate). Solvent: C1=CC=CC=C1 (benzene). Run at temperature 30 celsius. The product is CC1=C(C=CC(=C1O)C(=O)OC)O (methyl 3-methyl-resorcylate). Yield: 85.0%. As a reaction SMILES: ClN1CCCCCC1=O.Cl[CH2:11][CH2:12][C:13](=[O:16])[CH2:14][CH3:15].[C:17](OC)(=[O:23])[CH2:18][C:19]([O:21][CH3:22])=[O:20]>C1C=CC=CC=1>[CH3:15][C:14]1[C:17]([OH:23])=[C:18]([C:19]([O:21][CH3:22])=[O:20])[CH:11]=[CH:12][C:13]=1[OH:16]. Procedure: In a 1-L three-necked flask fitted with a mechanical stirrer and a reflux condenser protected by a calcium chloride drying tube, are placed a solution of 60.5 g of N-chlorocaprolactam in 400 ml of benzene and 75.5 g of methyl 3-methyl-dihydroresorcylate, prepared from 5-chloropentan-3-one (R. B. Woodward et al., J.Am.Chem.Soc. 74, 4223 (1952)) and dimethyl malonate; m.p. 126.5° - 127.9° C. The reaction mixture is stirred at reflux temperature for 8 hours, then cooled to 30° C, transferred to a s... Starting materials: C1OC=2C=C(C=CC2OC1)NC1=NC(=NC=C1F)NC1=CC(=CC=C1)O (N4-(3,4-ethylenedioxyphenyl)-5-fluoro-N2-(3-hydroxyphenyl)-2,4-pyrimidinediamine), ClC1=NC=C(C(=N1)NC1=CC2=C(C=C1)OCCO2)F (2-chloro-N4-(3,4-ethylenedioxyphenyl)-5-fluoro-4-pyrimidineamine), C(C)C1=CC=C(N)C=C1 (4-ethylaniline). Product: C1OC=2C=C(C=CC2OC1)NC1=NC(=NC=C1F)NC1=CC=C(C=C1)CC (N4-(3,4-ethylenedioxyphenyl)-N2-(4-ethylphenyl)-5-fluoro-2,4-pyrimidinediamine). Reaction SMILES: [CH2:1]1[CH2:10][O:9][C:8]2[CH:7]=[CH:6][C:5]([NH:11][C:12]3[C:17]([F:18])=[CH:16][N:15]=[C:14]([NH:19][C:20]4[CH:25]=[CH:24][CH:23]=[C:22](O)[CH:21]=4)[N:13]=3)=[CH:4][C:3]=2[O:2]1.ClC1N=C(NC2C=CC3OCCOC=3C=2)[C:31](F)=[CH:30]N=1.C(C1C=CC(N)=CC=1)C>>[CH2:1]1[CH2:10][O:9][C:8]2[CH:7]=[CH:6][C:5]([NH:11][C:12]3[C:17]([F:18])=[CH:16][N:15]=[C:14]([NH:19][C:20]4[CH:25]=[CH:24][C:23]([CH2:30][CH3:31])=[CH:22][CH:21]=4)[N:13]=3)=[CH:4][C:3]=2[O:2]1. Procedure details: In a manner similar to the preparation of N4-(3,4-ethylenedioxyphenyl)-5-fluoro-N2-(3-hydroxyphenyl)-2,4-pyrimidinediamine, 2-chloro-N4-(3,4-ethylenedioxyphenyl)-5-fluoro-4-pyrimidineamine and 4-ethylaniline were reacted to yield N4-(3,4-ethylenedioxyphenyl)-N2-(4-ethylphenyl)-5-fluoro-2,4-pyrimidinediamine. 1H NMR (CDCl3): δ 7.87 (bs, 1H), 7.42 (d, 2H, J=8.7 Hz), 7.26 (d, 1H, J=3.0 Hz), 7.13–7.08 (m, 3H), 6.95 (dd, 1H, J=2.4 and 8.7 Hz), 6.82 (d, 1H, J=9.0 Hz), 6.60 (bs, 1H), 4.23 (s, 4H), 2.59... Reactants: ClC=1C=C(C=NC1Cl)OC[C@H]1N(CC1)C(=O)OC(C)(C)C (5,6-Dichloro-3-(1-t-butyloxycarbonyl-2-(S)-azetidinylmethoxy)pyridine), C(=O)(C(F)(F)F)O (TFA). Solvent: C(Cl)Cl (CH2Cl2). Conditions: time 30 minute. The product is ClC=1C=C(C=NC1Cl)OC[C@H]1NCC1 (5,6-Dichloro-3-(2-(S)-azetidinylmethoxy)pyridine). Isolated yield 64.0%. Reaction SMILES: [Cl:1][C:2]1[CH:3]=[C:4]([O:9][CH2:10][C@@H:11]2[CH2:14][CH2:13][N:12]2C(OC(C)(C)C)=O)[CH:5]=[N:6][C:7]=1[Cl:8].C(O)(C(F)(F)F)=O>C(Cl)Cl>[Cl:1][C:2]1[CH:3]=[C:4]([O:9][CH2:10][C@@H:11]2[CH2:14][CH2:13][NH:12]2)[CH:5]=[N:6][C:7]=1[Cl:8]. Procedure details: The compound of step 109b was dissolved in CH2Cl2 (10 mL) and TFA (10 mL) was added at 0° C. After 30 minutes of stirring the reaction was warmed to room temperature and stirred for an additional 45 minutes. Solvent was removed, and the residue was partitioned between sat'd K2CO3 solution and CH2Cl2. The aqueous layer was further extracted with CH2Cl2 (4×), and the combined organic extracts were dried over MgSO4 and concentrated. The crude material was chromatographed eltuing with 10% methanol/C... Reactants: CC(C)(C)OC(=O)n1cccc1-c1ccc2c(c1)C(C)(C)OC(=O)N2, C1CCOC1, O=C=NS(=O)(=O)Cl, CN(C)C=O, O. The product is CC(C)(C)OC(=O)n1c(C#N)ccc1-c1ccc2c(c1)C(C)(C)OC(=O)N2. As a reaction SMILES: [C:1]([CH3:2])([CH3:3])([CH3:4])[O:5][C:6](=[O:7])[n:8]1[c:9](-[c:13]2[cH:14][c:15]3[c:16]([cH:24][cH:25]2)[NH:17][C:18](=[O:23])[O:19][C:20]3([CH3:21])[CH3:22])[cH:10][cH:11][cH:12]1.[CH2:39]1[O:40][CH2:41][CH2:42][CH2:43]1.[Cl:26][S:27](=[O:29])([N:30]=[C:31]=[O:28])=[O:32].[O:33]=[CH:34][N:35]([CH3:36])[CH3:37].[OH2:38]>>[C:1]([CH3:2])([CH3:3])([CH3:4])[O:5][C:6](=[O:7])[n:8]1[c:9](-[c:13]2[cH:14][c:15]3[c:16]([cH:24][cH:25]2)[NH:17][C:18](=[O:23])[O:19][C:20]3([CH3:21])[CH3:22])[cH:10][cH:11][c:12]1[C:31]#[N:30].